Dataset: the Open Reaction Database (ORD), a public repository of structured organic reaction records. Task: describe an organic reaction: reactants, conditions, products, and yield Starting materials: CCOC(=O)CCC(C)=O, Cc1ccccc1, OCCO, Cc1ccc(S(=O)(=O)O)cc1, c1cc[nH+]cc1. Yields the product CCOC(=O)CCC1(C)OCCO1. Reaction SMILES: [C:1]([CH2:2][CH2:3][C:4](=[O:5])[CH3:6])(=[O:7])[O:8][CH2:9][CH3:10].[CH3:32][c:33]1[cH:34][cH:35][cH:36][cH:37][cH:38]1.[OH:11][CH2:12][CH2:13][OH:14].[c:15]1([CH3:16])[cH:17][cH:18][c:19]([S:20]([OH:21])(=[O:22])=[O:23])[cH:24][cH:25]1.[nH+:26]1[cH:27][cH:28][cH:29][cH:30][cH:31]1>>[C:1]([CH2:2][CH2:3][C:4]1([CH3:6])[O:5][CH2:13][CH2:12][O:11]1)(=[O:7])[O:8][CH2:9][CH3:10]. Starting materials: CNC (dimethylamine), O1CCCC1 (tetrahydrofuran), Cl.C(C)N=C=NCCCN(C)C (1-ethyl-3-(3-dimethylaminopropyl)carbodiimide hydrochloride), ON1N=NC2=C1C=CC=C2 (1-hydroxybenzotriazole), C(C)(C)(C)OC(=O)N[C@H](C(=O)O)CC1=CC=C(C=C1)OCC#CC ((S)-2-tert-Butoxycarbonylamino-3-(4-but-2-ynyloxy-phenyl)-propionic acid), C([O-])(O)=O.[Na+] (sodium bicarbonate). The solvent is CN(C)C=O (DMF). Reaction conditions: time 72 hour. Yields the product C(C#CC)OC1=CC=C(C=C1)C[C@@H](C(N(C)C)=O)NC(OC(C)(C)C)=O (tert-Butyl [(S)-2-(4-but-2-ynyloxy-phenyl)-1-dimethylcarbamoyl-ethyl]-carbamate). The yield is 22.0%. Reaction SMILES: [C:1]([O:5][C:6]([NH:8][C@@H:9]([CH2:13][C:14]1[CH:19]=[CH:18][C:17]([O:20][CH2:21][C:22]#[C:23][CH3:24])=[CH:16][CH:15]=1)[C:10](O)=[O:11])=[O:7])([CH3:4])([CH3:3])[CH3:2].[CH3:25][NH:26][CH3:27].O1CCCC1.Cl.C(N=C=NCCCN(C)C)C.ON1C2C=CC=CC=2N=N1.C(=O)(O)[O-].[Na+]>CN(C=O)C>[CH2:21]([O:20][C:17]1[CH:18]=[CH:19][C:14]([CH2:13][C@H:9]([NH:8][C:6](=[O:7])[O:5][C:1]([CH3:4])([CH3:3])[CH3:2])[C:10](=[O:11])[N:26]([CH3:27])[CH3:25])=[CH:15][CH:16]=1)[C:22]#[C:23][CH3:24] |f:3.4,6.7|. Procedure details: (S)-2-tert-Butoxycarbonylamino-3-(4-but-2-ynyloxy-phenyl)-propionic acid (432 mg, 1.29 mmol) was dissolved in DMF (5.0 mL), and a solution of dimethylamine in tetrahydrofuran (2.92 mL, 5.84 mmol), 1-ethyl-3-(3-dimethylaminopropyl)carbodiimide hydrochloride (370 mg, 1.94 mmol), and 1-hydroxybenzotriazole (262 mg, 1.94 mmol) were added. The reaction mixture was stirred at room temperature for 72 hours, and then poured into an aqueous solution of sodium bicarbonate and the mixture was extracted wit...